describe an organic reaction: reactants, conditions, products, and yield From a dataset of the Open Reaction Database (ORD), a public repository of structured organic reaction records. Reactants: CC(C)(C)OC(=O)c1ccc(Br)cc1[N+](=O)[O-], CC(C)(C)OC(=O)Oc1cccc(B2OC(C)(C)C(C)(C)O2)c1, O=C([O-])O, Cc1ccccc1, CCOC(C)=O, CCO, [Na+], O. The product is CC(C)(C)OC(=O)Oc1cccc(-c2ccc(C(=O)OC(C)(C)C)c([N+](=O)[O-])c2)c1. As a reaction SMILES: [Br:8][c:9]1[cH:10][c:11]([N+:22](=[O:23])[O-:24])[c:12]([C:13](=[O:14])[O:15][C:16]([CH3:17])([CH3:18])[CH3:19])[cH:20][cH:21]1.[C:25]([O:26][C:27]([CH3:28])([CH3:29])[CH3:30])([O:31][c:32]1[cH:33][c:34]([B:38]2[O:39][C:40]([CH3:41])([CH3:42])[C:43]([CH3:44])([CH3:45])[O:46]2)[cH:35][cH:36][cH:37]1)=[O:47].[C:48](=[O:49])([O-:50])[OH:51].[CH3:1][c:2]1[cH:3][cH:4][cH:5][cH:6][cH:7]1.[CH3:54][CH2:55][O:56][C:57](=[O:58])[CH3:59].[CH3:60][CH2:61][OH:62].[Na+:52].[OH2:53]>>[c:9]1(-[c:34]2[cH:33][c:32]([O:31][C:25]([O:26][C:27]([CH3:28])([CH3:29])[CH3:30])=[O:47])[cH:37][cH:36][cH:35]2)[cH:10][c:11]([N+:22](=[O:23])[O-:24])[c:12]([C:13](=[O:14])[O:15][C:16]([CH3:17])([CH3:18])[CH3:19])[cH:20][cH:21]1. The reactants are CCN=C=NCCCN(C)C, CCN(C(C)C)C(C)C, Cl, Cc1ccc(C#N)cc1OC1CNC1, CN(C)C=O, On1nnc2ccccc21, O=C(O)CNC(=O)c1cc(-c2ccccc2)[nH]n1. Yields the product Cc1ccc(C#N)cc1OC1CN(C(=O)CNC(=O)c2cc(-c3ccccc3)[nH]n2)C1. Reaction SMILES: [CH3:20][CH2:21][N:22]=[C:23]=[N:24][CH2:25][CH2:26][CH2:27][N:28]([CH3:29])[CH3:30].[CH:1]([N:2]([CH2:3][CH3:4])[CH:5]([CH3:6])[CH3:7])([CH3:8])[CH3:9].[ClH:49].[NH:50]1[CH2:51][CH:52]([O:54][c:55]2[cH:56][c:57]([C:58]#[N:59])[cH:60][cH:61][c:62]2[CH3:63])[CH2:53]1.[O:64]=[CH:65][N:66]([CH3:67])[CH3:68].[OH:10][n:11]1[c:12]2[c:13]([cH:14][cH:15][cH:16][cH:17]2)[n:18][n:19]1.[c:31]1(-[c:37]2[cH:38][c:39]([C:42](=[O:43])[NH:44][CH2:45][C:46](=[O:47])[OH:48])[n:40][nH:41]2)[cH:32][cH:33][cH:34][cH:35][cH:36]1>>[c:31]1(-[c:37]2[cH:38][c:39]([C:42](=[O:43])[NH:44][CH2:45][C:46](=[O:48])[N:50]3[CH2:51][CH:52]([O:54][c:55]4[cH:56][c:57]([C:58]#[N:59])[cH:60][cH:61][c:62]4[CH3:63])[CH2:53]3)[n:40][nH:41]2)[cH:32][cH:33][cH:34][cH:35][cH:36]1.